Dataset: the Open Reaction Database (ORD), a public repository of structured organic reaction records. Task: describe an organic reaction: reactants, conditions, products, and yield Reactants: COC=1C=C(CN2[C@@H]3[C@@H](CN([C@@H]3C2=O)C(=O)OC(C)(C)C)CC(COCC[Si](C)(C)C)=O)C=CC1OC (t-butyl (1S,4R, 5R)-6-(3,4-dimethoxybenzyl)-7-oxo-4-[2-oxo-3-(2-trimethylsilanyl-ethoxy)-propyl]-2,6-diazabicyclo[3.2.0]heptane-2-carboxylate). Solvent: C(C)(=O)OCC (ethyl acetate). The product is O=C1N[C@@H]2[C@@H](CN([C@H]12)C(=O)OC(C)(C)C)CC(COCC[Si](C)(C)C)=O (t-Butyl (1S,4R,5R)-7-oxo-4-[2-oxo-3-(2-trimethylsilanylethoxy)-propyl]-2,6-diazabicyclo[3.2.0]heptane-2-carboxylate). RXN SMILES: COC1C=C(C=CC=1OC)C[N:7]1[C:13](=[O:14])[C@@H:12]2[C@H:8]1[C@H:9]([CH2:22][C:23](=[O:32])[CH2:24][O:25][CH2:26][CH2:27][Si:28]([CH3:31])([CH3:30])[CH3:29])[CH2:10][N:11]2[C:15]([O:17][C:18]([CH3:21])([CH3:20])[CH3:19])=[O:16]>C(OCC)(=O)C>[O:14]=[C:13]1[C@@H:12]2[C@@H:8]([C@H:9]([CH2:22][C:23](=[O:32])[CH2:24][O:25][CH2:26][CH2:27][Si:28]([CH3:31])([CH3:30])[CH3:29])[CH2:10][N:11]2[C:15]([O:17][C:18]([CH3:19])([CH3:20])[CH3:21])=[O:16])[NH:7]1. Procedure: This compound was prepared in analogy to Example 1g) starting from t-butyl (1S,4R, 5R)-6-(3,4-dimethoxybenzyl)-7-oxo-4-[2-oxo-3-(2-trimethylsilanyl-ethoxy)-propyl]-2,6-diazabicyclo[3.2.0]heptane-2-carboxylate (25.7 g; 48 mmol). Yield: 12.7 g (69%) as a colourless solid. M.p. 89°-91° C. (ethyl acetate). Reactants: Cl, [O-][I+3]([O-])([O-])[O-], CSCCOc1cc(N)c(Cl)cc1C(=O)NC1CN2CCC1CC2, [Na+]. The product is CS(=O)CCOc1cc(N)c(Cl)cc1C(=O)NC1CN2CCC1CC2. Reaction SMILES: [ClH:31].[I+3:25]([O-:26])([O-:27])([O-:28])[O-:29].[NH2:1][c:2]1[cH:3][c:4]([O:20][CH2:21][CH2:22][S:23][CH3:24])[c:5]([C:6](=[O:7])[NH:8][CH:9]2[CH2:10][N:11]3[CH2:12][CH2:13][CH:14]2[CH2:15][CH2:16]3)[cH:17][c:18]1[Cl:19].[Na+:30]>>[NH2:1][c:2]1[cH:3][c:4]([O:20][CH2:21][CH2:22][S:23]([CH3:24])=[O:26])[c:5]([C:6](=[O:7])[NH:8][CH:9]2[CH2:10][N:11]3[CH2:12][CH2:13][CH:14]2[CH2:15][CH2:16]3)[cH:17][c:18]1[Cl:19]. Reactants: CCO, CC(C)C(=O)Nc1ccc([N+](=O)[O-])c(C(F)(F)F)c1. Yields the product CC(C)C(=O)Nc1ccc(N)c(C(F)(F)F)c1. RXN SMILES: [CH3:20][CH2:21][OH:22].[N+:1]([O-:2])(=[O:3])[c:4]1[c:5]([C:16]([F:17])([F:18])[F:19])[cH:6][c:7]([NH:8][C:9]([CH:10]([CH3:11])[CH3:12])=[O:13])[cH:14][cH:15]1>>[NH2:1][c:4]1[c:5]([C:16]([F:17])([F:18])[F:19])[cH:6][c:7]([NH:8][C:9]([CH:10]([CH3:11])[CH3:12])=[O:13])[cH:14][cH:15]1. Reactants: CC([C@@H](C(N1[C@@H](CCC1)C1=NC2=C(N1)C1=CC=C(C=C1C=C2)B2OC(C(O2)(C)C)(C)C)=O)NC(OC)=O)C (Methyl (S)-3-methyl-1-oxo-1-((S)-2-(7-(4,4,5,5-tetramethyl-1,3,2-dioxaborolan-2-yl)-1H-naphtho[1,2-d]imidazol-2-yl)pyrrolidin-1-yl)butan-2-ylcarbamate), COCCOC (DME), BrC=1C=C2C=CC(=CC2=CC1)C1=CN=C(N1)[C@H]1N(CCC1)C(=O)OC(C)(C)C ((S)-tert-butyl 2-(5-(6-bromonaphthalen-2-yl)-1H-imidazol-2-yl)pyrrolidine-1-carboxylate), C(=O)([O-])[O-].[K+].[K+] (K2CO3). Reagents/catalysts: C=1C=CC(=CC1)[P](C=2C=CC=CC2)(C=3C=CC=CC3)[Pd]([P](C=4C=CC=CC4)(C=5C=CC=CC5)C=6C=CC=CC6)([P](C=7C=CC=CC7)(C=8C=CC=CC8)C=9C=CC=CC9)[P](C=1C=CC=CC1)(C=1C=CC=CC1)C=1C=CC=CC1 (Pd(PPh3)4). Reaction conditions: time 5 hour. The product is COC(=O)N[C@H](C(=O)N1[C@@H](CCC1)C1=NC2=C(N1)C1=CC=C(C=C1C=C2)C=2C=C1C=CC(=CC1=CC2)C2=CN=C(N2)[C@H]2N(CCC2)C(=O)OC(C)(C)C)C(C)C ((S)-tert-butyl 2-(5-(6-(2-((S)-1-((S)-2-(methoxycarbonylamino)-3-methylbutanoyl)pyrrolidin-2-yl)-1H-naphtho[1,2-d]imidazol-7-yl)naphthalen-2-yl)-1H-imidazol-2-yl)pyrrolidine-1-carboxylate). Yield: 52.0%. As a reaction SMILES: CC(C)[C@H:3]([NH:33][C:34](=[O:37])[O:35][CH3:36])[C:4](=[O:32])[N:5]1[CH2:9][CH2:8][CH2:7][C@H:6]1[C:10]1[NH:14][C:13]2[C:15]3[C:20]([CH:21]=[CH:22][C:12]=2[N:11]=1)=[CH:19][C:18](B1OC(C)(C)C(C)(C)O1)=[CH:17][CH:16]=3.Br[C:40]1[CH:41]=[C:42]2[C:47](=[CH:48][CH:49]=1)[CH:46]=[C:45]([C:50]1[NH:54][C:53]([C@@H:55]3[CH2:59][CH2:58][CH2:57][N:56]3[C:60]([O:62][C:63]([CH3:66])([CH3:65])[CH3:64])=[O:61])=[N:52][CH:51]=1)[CH:44]=[CH:43]2.[C:67]([O-])([O-])=O.[K+].[K+].CO[CH2:75][CH2:76]OC>C1C=CC([P]([Pd]([P](C2C=CC=CC=2)(C2C=CC=CC=2)C2C=CC=CC=2)([P](C2C=CC=CC=2)(C2C=CC=CC=2)C2C=CC=CC=2)[P](C2C=CC=CC=2)(C2C=CC=CC=2)C2C=CC=CC=2)(C2C=CC=CC=2)C2C=CC=CC=2)=CC=1>[CH3:36][O:35][C:34]([NH:33][C@@H:3]([CH:75]([CH3:76])[CH3:67])[C:4]([N:5]1[CH2:9][CH2:8][CH2:7][C@H:6]1[C:10]1[NH:14][C:13]2[C:15]3[C:20]([CH:21]=[CH:22][C:12]=2[N:11]=1)=[CH:19][C:18]([C:40]1[CH:41]=[C:42]2[C:47](=[CH:48][CH:49]=1)[CH:46]=[C:45]([C:50]1[NH:54][C:53]([C@@H:55]4[CH2:59][CH2:58][CH2:57][N:56]4[C:60]([O:62][C:63]([CH3:66])([CH3:65])[CH3:64])=[O:61])=[N:52][CH:51]=1)[CH:44]=[CH:43]2)=[CH:17][CH:16]=3)=[O:32])=[O:37] |f:2.3.4,^1:82,84,103,122|. Procedure details: Methyl (S)-3-methyl-1-oxo-1-((S)-2-(7-(4,4,5,5-tetramethyl-1,3,2-dioxaborolan-2-yl)-1H-naphtho[1,2-d]imidazol-2-yl)pyrrolidin-1-yl)butan-2-ylcarbamate (267 mg, 0.513 mmol), (S)-tert-butyl 2-(5-(6-bromonaphthalen-2-yl)-1H-imidazol-2-yl)pyrrolidine-1-carboxylate (272 mg, 0.616 mmol), Pd(PPh3)4 (59 mg, 0.0513 mmol) and K2CO3 (2M in H2O, 0.62 mL, 1.2 mmol) were suspended in DME (5 mL). The mixture was degassed with N2 for 10 min then heated to reflux. After 5 h, the reaction mixture was cooled to RT...